This data is from the Open Reaction Database (ORD), a public repository of structured organic reaction records. The task is: describe an organic reaction: reactants, conditions, products, and yield Starting materials: [N+](=O)([O-])C=1C=CC2=C(C(=C(C(O2)(C)C)CN)N2C(C=CC=C2)=O)C1 (6-nitro-2,2-dimethyl-3-aminomethyl-4-(2-oxo-1,2-dihydropyridin-1-yl)-2H-1-benzopyran), CN=C=S (methyl isothiocyanate). Solvent: ClCCl (dichloromethane). Product: [N+](=O)([O-])C=1C=CC2=C(C(=C(C(O2)(C)C)CNC(=S)NC)N2C(C=CC=C2)=O)C1 (6-nitro-2,2-dimethyl-3-(N'-methylthioureido)methyl-4-(2-oxo-1,2-dihydropyridin-1-yl)-2H-1-benzopyran). The yield is 56.6%. RXN SMILES: [N+:1]([C:4]1[CH:5]=[CH:6][C:7]2[O:12][C:11]([CH3:14])([CH3:13])[C:10]([CH2:15][NH2:16])=[C:9]([N:17]3[CH:22]=[CH:21][CH:20]=[CH:19][C:18]3=[O:23])[C:8]=2[CH:24]=1)([O-:3])=[O:2].[CH3:25][N:26]=[C:27]=[S:28]>ClCCl>[N+:1]([C:4]1[CH:5]=[CH:6][C:7]2[O:12][C:11]([CH3:13])([CH3:14])[C:10]([CH2:15][NH:16][C:27]([NH:26][CH3:25])=[S:28])=[C:9]([N:17]3[CH:22]=[CH:21][CH:20]=[CH:19][C:18]3=[O:23])[C:8]=2[CH:24]=1)([O-:3])=[O:2]. Procedure: A solution of 6-nitro-2,2-dimethyl-3-aminomethyl-4-(2-oxo-1,2-dihydropyridin-1-yl)-2H-1-benzopyran (0.5 g, 1.53 mmol) in dichloromethane (10ml) and methyl isothiocyanate (0.11 g, 1.5 mmol) was stirred at room temperature for twenty six hours. The solvent was evaporated, and the residue washed with diethyl ether to give 0.34 g of 6-nitro-2,2-dimethyl-3-(N'-methylthioureido)methyl-4-(2-oxo-1,2-dihydropyridin-1-yl)-2H-1-benzopyran, m.p. 225° C. RXN SMILES: [C:1]([O:2][C:3](=[O:4])[N:8]1[CH2:9][CH2:10][CH:11]([c:14]2[nH:15][c:16]3[cH:17][cH:18][c:19](-[c:23]4[cH:24][c:25]([O:31][CH3:32])[c:26]([O:29][CH3:30])[cH:27][cH:28]4)[cH:20][c:21]3[cH:22]2)[CH2:12][CH2:13]1)([CH3:5])([CH3:6])[CH3:7].[CH3:37][CH2:38][O:39][CH2:40][CH3:41].[Cl:33][CH2:34][Cl:35].[ClH:36]>>[NH:8]1[CH2:9][CH2:10][CH:11]([c:14]2[nH:15][c:16]3[cH:17][cH:18][c:19](-[c:23]4[cH:24][c:25]([O:31][CH3:32])[c:26]([O:29][CH3:30])[cH:27][cH:28]4)[cH:20][c:21]3[cH:22]2)[CH2:12][CH2:13]1. The reactants are COc1ccc(-c2ccc3[nH]c(C4CCN(C(=O)OC(C)(C)C)CC4)cc3c2)cc1OC, CCOCC, ClCCl, Cl. Product: COc1ccc(-c2ccc3[nH]c(C4CCNCC4)cc3c2)cc1OC. The reactants are CC(=O)OC(C)=O, Nc1nc2n(n1)Cc1ccccc1-2, c1ccccc1. The product is CC(=O)Nc1nc2n(n1)Cc1ccccc1-2. Reaction SMILES: [CH3:14][C:15](=[O:16])[O:17][C:18](=[O:19])[CH3:20].[NH2:1][c:2]1[n:3][n:4]2[c:5]([n:13]1)-[c:6]1[cH:7][cH:8][cH:9][cH:10][c:11]1[CH2:12]2.[cH:21]1[cH:22][cH:23][cH:24][cH:25][cH:26]1>>[NH:1]([c:2]1[n:3][n:4]2[c:5]([n:13]1)-[c:6]1[cH:7][cH:8][cH:9][cH:10][c:11]1[CH2:12]2)[C:15]([CH3:14])=[O:16]. The reactants are C(C)OC(=O)C=1C=CC(=NC1)Br (2-Bromopyridine-5-carboxylic acid ethyl ester), C1(=CC=CC=C1)[Sn](C)(C)C (phenyltrimethyl tin), [Cl-].[Li+] (lithium chloride). Reagents/catalysts: Cl[Pd]([P](C1=CC=CC=C1)(C2=CC=CC=C2)C3=CC=CC=C3)([P](C4=CC=CC=C4)(C5=CC=CC=C5)C6=CC=CC=C6)Cl (bis(triphenylphosphine)palladium(II) chloride). Run in CN(C=O)C (dimethylformamide). Reaction conditions: temperature 100 celsius. Product: C(C)OC(=O)C=1C=CC(=NC1)C1=CC=CC=C1 (2-Phenylpyridine-5-carboxylic acid ethyl ester). Yield: 46.0%. RXN SMILES: [CH2:1]([O:3][C:4]([C:6]1[CH:7]=[CH:8][C:9](Br)=[N:10][CH:11]=1)=[O:5])[CH3:2].[C:13]1([Sn](C)(C)C)[CH:18]=[CH:17][CH:16]=[CH:15][CH:14]=1.[Cl-].[Li+]>CN(C)C=O.Cl[Pd](Cl)([P](C1C=CC=CC=1)(C1C=CC=CC=1)C1C=CC=CC=1)[P](C1C=CC=CC=1)(C1C=CC=CC=1)C1C=CC=CC=1>[CH2:1]([O:3][C:4]([C:6]1[CH:7]=[CH:8][C:9]([C:13]2[CH:18]=[CH:17][CH:16]=[CH:15][CH:14]=2)=[N:10][CH:11]=1)=[O:5])[CH3:2] |f:2.3,^1:32,51|. Procedure: A mixture of 2-bromopyridine-5-carboxylic acid ethyl ester (see part (i)) (1.855 g, 8.065 mmol), phenyltrimethyl tin (3.89 g, 16.13 mmol), bis(triphenylphosphine)palladium(II) chloride (371 mg) and lithium chloride (1.03 g. 24. 195 mmol) in dry dimethylformamide (40 ml) was heated at 100° C. for 1.5 hours under nitrogen. After cooling the mixture was concentrated under reduced pressure and the residue purified by flash chromatography on silica gel eluting with hexane:ethyl acetate (10:1, by volu... Reactants: CC#N, Cc1nccc(NC(=O)CCl)n1, O=C(OC1CN2CCC1CC2)C1(c2ccccc2)CCCCCC1. The product is [Cl-], Cc1nccc(NC(=O)C[N+]23CCC(CC2)C(OC(=O)C2(c4ccccc4)CCCCCC2)C3)n1. Reaction SMILES: [CH3:37][C:38]#[N:39].[Cl:25][CH2:26][C:27](=[O:28])[NH:29][c:30]1[n:31][c:32]([CH3:36])[n:33][cH:34][cH:35]1.[N:1]12[CH2:2][CH:3]([O:9][C:10](=[O:11])[C:12]3([c:19]4[cH:20][cH:21][cH:22][cH:23][cH:24]4)[CH2:13][CH2:14][CH2:15][CH2:16][CH2:17][CH2:18]3)[CH:4]([CH2:5][CH2:6]1)[CH2:7][CH2:8]2>>[Cl-:25].[N+:1]12([CH2:26][C:27](=[O:28])[NH:29][c:30]3[n:31][c:32]([CH3:36])[n:33][cH:34][cH:35]3)[CH2:2][CH:3]([O:9][C:10](=[O:11])[C:12]3([c:19]4[cH:20][cH:21][cH:22][cH:23][cH:24]4)[CH2:13][CH2:14][CH2:15][CH2:16][CH2:17][CH2:18]3)[CH:4]([CH2:5][CH2:6]1)[CH2:7][CH2:8]2.